Dataset: the Open Reaction Database (ORD), a public repository of structured organic reaction records. Task: describe an organic reaction: reactants, conditions, products, and yield Starting materials: C=CC1=CC=CC=C1 (styrene), Cl(=O)(=O)O.C(C)O (chloric acid ethanol), C=C (Ethylene). Reagents/catalysts: metallocene. Run in C1(=CC=CC=C1)C (toluene), C1(=CC=CC=C1)C (toluene). The product is C=CC1=CC=CC=C1.C=C (styrene ethylene). As a reaction SMILES: [CH2:1]=[CH:2][C:3]1[CH:8]=[CH:7][CH:6]=[CH:5][CH:4]=1.C=C.Cl(O)(=O)=O.[CH2:15](O)[CH3:16]>C1(C)C=CC=CC=1>[CH2:1]=[CH:2][C:3]1[CH:8]=[CH:7][CH:6]=[CH:5][CH:4]=1.[CH2:15]=[CH2:16] |f:2.3,5.6|. Procedure: To a polymerization reactor under high purity nitrogen atmosphere, 10 ml of purified styrene and 20 ml of toluene were introduced and reaction temperature was controlled to 50° C. Ethylene of 4 atm was added to saturate and then 5 ml of methylaluminoxane (2.1 M toluene solution, Akzo Company product) were introduced. 0.44 ml (3.75 mmol of Ti) of toluene solution in which one of the metallocene catalysts is dissolved was added while vigorously agitating. After agitating the reaction mixture for 1... Reactants: CN1N=CC(=C1)C1=CN=C2C(=N1)N(N=N2)C[C@H]2OCCN(C2)C2=NC=C(C=N2)C=2C=NN(C2)C2CCN(CC2)C(=O)OC(C)(C)C ((S)-tert-butyl 4-(4-(2-(2-((6-(1-methyl-1H-pyrazol-4-yl)-1H-[1,2,3]triazolo[4,5-b]pyrazin-1-yl)methyl)morpholino)pyrimidin-5-yl)-1H-pyrazol-1-yl)piperidine-1-carboxylate), [OH-].[Na+] (NaOH). Solvent: C=O (formaldehyde), C(=O)O (formic acid). Reaction conditions: temperature 90 celsius, time 18 hour. Yields the product CN1N=CC(=C1)C1=CN=C2C(=N1)N(N=N2)C[C@@H]2CN(CCO2)C2=NC=C(C=N2)C=2C=NN(C2)C2CCN(CC2)C ((S)-2-((6-(1-methyl-1H-pyrazol-4-yl)-1H-[1,2,3]triazolo[4,5-b]pyrazin-1-yl)methyl)-4-(5-(1-(1-methylpiperidin-4-yl)-1H-pyrazol-4-yl)pyrimidin-2-yl)morpholine). Isolated yield 33.8%. Reaction SMILES: [CH3:1][N:2]1[CH:6]=[C:5]([C:7]2[N:12]=[C:11]3[N:13]([CH2:16][C@@H:17]4[CH2:22][N:21]([C:23]5[N:28]=[CH:27][C:26]([C:29]6[CH:30]=[N:31][N:32]([CH:34]7[CH2:39][CH2:38][N:37]([C:40](OC(C)(C)C)=O)[CH2:36][CH2:35]7)[CH:33]=6)=[CH:25][N:24]=5)[CH2:20][CH2:19][O:18]4)[N:14]=[N:15][C:10]3=[N:9][CH:8]=2)[CH:4]=[N:3]1.[OH-].[Na+]>C=O.C(O)=O>[CH3:1][N:2]1[CH:6]=[C:5]([C:7]2[N:12]=[C:11]3[N:13]([CH2:16][C@H:17]4[O:18][CH2:19][CH2:20][N:21]([C:23]5[N:28]=[CH:27][C:26]([C:29]6[CH:30]=[N:31][N:32]([CH:34]7[CH2:39][CH2:38][N:37]([CH3:40])[CH2:36][CH2:35]7)[CH:33]=6)=[CH:25][N:24]=5)[CH2:22]4)[N:14]=[N:15][C:10]3=[N:9][CH:8]=2)[CH:4]=[N:3]1 |f:1.2|. Procedure details: (S)-tert-butyl 4-(4-(2-(2-((6-(1-methyl-1H-pyrazol-4-yl)-1H-[1,2,3]triazolo[4,5-b]pyrazin-1-yl)methyl)morpholino)pyrimidin-5-yl)-1H-pyrazol-1-yl)piperidine-1-carboxylate 550 mg (0.88 mmol) was dissolved in 35% formaldehyde 0.5 ml and formic acid 2.5 ml, and charged with nitrogen, followed by stirring at 90° C. for 18 hours. After the completion of the reaction, the reaction mixture was cooled in an ice bath, and then adjusted to about pH 10 with a NaOH solution, followed by extraction with EA an... Isolated yield 85.0%. Procedure details: 30 mg (0.076 mmol) 5-(4-Bromo-butoxy)-1-(4-chloro-phenyl)-6-fluoro-1H-indole in 0.25 ml DMF were treated with 75 μl of N-Allylmethylamine and stirred at 80° C. during 1 h. The mixture was treated with 0.5M aqueous NaOH and extracted three times with Et2O. Drying of the combined organic layers with Na2SO4, evaporation of the solvent and column chromatography on silica gel with hexane/EtOAc 1:1 gave 25 mg (85%) Allyl-{4-[1-(4-chloro-phenyl)-6-fluoro-1H-indol-5-yloxy]-butyl}-methyl-amine as a light... The product is C(C=C)N(C)CCCCOC=1C=C2C=CN(C2=CC1F)C1=CC=C(C=C1)Cl (Allyl-{4-[1-(4-chloro-phenyl)-6-fluoro-1H-indol-5-yloxy]-butyl}-methyl-amine). Reactants: BrCCCCOC=1C=C2C=CN(C2=CC1F)C1=CC=C(C=C1)Cl (5-(4-Bromo-butoxy)-1-(4-chloro-phenyl)-6-fluoro-1H-indole), C(C=C)CN (N-Allylmethylamine), CN(C)C=O (DMF), [OH-].[Na+] (NaOH). Run at temperature 80 celsius, time 1 hour. RXN SMILES: Br[CH2:2][CH2:3][CH2:4][CH2:5][O:6][C:7]1[CH:8]=[C:9]2[C:13](=[CH:14][C:15]=1[F:16])[N:12]([C:17]1[CH:22]=[CH:21][C:20]([Cl:23])=[CH:19][CH:18]=1)[CH:11]=[CH:10]2.[CH2:24]([CH2:27][NH2:28])[CH:25]=C.[OH-].[Na+].[CH3:31]N(C=O)C>>[CH2:27]([N:28]([CH2:2][CH2:3][CH2:4][CH2:5][O:6][C:7]1[CH:8]=[C:9]2[C:13](=[CH:14][C:15]=1[F:16])[N:12]([C:17]1[CH:22]=[CH:21][C:20]([Cl:23])=[CH:19][CH:18]=1)[CH:11]=[CH:10]2)[CH3:31])[CH:24]=[CH2:25] |f:2.3|. The solvent is C=1(C(=CC=CC1)C)C (xylene), C=1(C(=CC=CC1)C)C (Xylene). Yields the product COC=1C=C2C=C(NC2=C(C1OC)OC)C(=O)OC (Methyl 5,6,7-trimethoxyindole-2-carboxylate). Reported procedure: Xylene (15 mL) was placed in a three-necked flask and stirred under reflux, and a xylene solution (30 mL) of methyl 3-(3,4,5-trimethoxyphenyl)-2-azidopropenoate (1.2 g) was added dropwise over 3 hours. The reaction mixture was refluxed for 1 hour and concentrated under reduced pressure. Water was added to the residue to conduct extraction with ethyl acetate. The extract was washed with water and saturated brine, dried over anhydrous magnesium sulfate and then concentrated under reduced pressure.... Reactants: COC=1C=C(C=C(C1OC)OC)C=C(C(=O)OC)N=[N+]=[N-] (methyl 3-(3,4,5-trimethoxyphenyl)-2-azidopropenoate). Reaction SMILES: [CH3:1][O:2][C:3]1[CH:4]=[C:5]([CH:13]=[C:14]([N:19]=[N+]=[N-])[C:15]([O:17][CH3:18])=[O:16])[CH:6]=[C:7]([O:11][CH3:12])[C:8]=1[O:9][CH3:10]>C1(C)C(C)=CC=CC=1>[CH3:1][O:2][C:3]1[CH:4]=[C:5]2[C:6](=[C:7]([O:11][CH3:12])[C:8]=1[O:9][CH3:10])[NH:19][C:14]([C:15]([O:17][CH3:18])=[O:16])=[CH:13]2. Reactants: CCOC(=O)N(C)c1c(Cl)ccnc1[N+](=O)[O-], Nc1ccc(O)cc1. Product: CCOC(=O)N(C)c1c(Oc2ccc(N)cc2)ccnc1[N+](=O)[O-]. Reaction SMILES: [Cl:1][c:2]1[c:3]([N:11]([C:12]([O:13][CH2:14][CH3:15])=[O:16])[CH3:17])[c:4]([N+:8](=[O:9])[O-:10])[n:5][cH:6][cH:7]1.[OH:18][c:19]1[cH:20][cH:21][c:22]([NH2:23])[cH:24][cH:25]1>>[c:2]1([O:18][c:19]2[cH:20][cH:21][c:22]([NH2:23])[cH:24][cH:25]2)[c:3]([N:11]([C:12]([O:13][CH2:14][CH3:15])=[O:16])[CH3:17])[c:4]([N+:8](=[O:9])[O-:10])[n:5][cH:6][cH:7]1. Starting materials: [OH-].[Na+] (NaOH), C(C)OC(CN)OCC (2,2-diethoxyethylamine), C(C)(=O)O[BH-](OC(C)=O)OC(C)=O.[Na+] (Sodium triacetoxyborohydride), C1(CCCCC1)C=O (cyclohexanecarbaldehyde). The solvent is CC1CCCO1 (MeTHF). Reaction conditions: time 30 minute. Product: C1(CCCCC1)CNCC(OCC)OCC (N-cyclohexylmethyl-(2,2-diethoxyethyl)amine). RXN SMILES: [CH2:1]([O:3][CH:4]([O:7][CH2:8][CH3:9])[CH2:5][NH2:6])[CH3:2].[CH:10]1([CH:16]=O)[CH2:15][CH2:14][CH2:13][CH2:12][CH2:11]1.C(O[BH-](OC(=O)C)OC(=O)C)(=O)C.[Na+].[OH-].[Na+]>CC1OCCC1>[CH:10]1([CH2:16][NH:6][CH2:5][CH:4]([O:7][CH2:8][CH3:9])[O:3][CH2:1][CH3:2])[CH2:15][CH2:14][CH2:13][CH2:12][CH2:11]1 |f:2.3,4.5|. Reported procedure: To a mixture of 2,2-diethoxyethylamine (209 mL, 1.43 mol) and MeTHF (1050 L) was added cyclohexanecarbaldehyde (107 mL, 0.89 mol). The reaction mixture was stirred for 30 min at room temperature and cooled to 0° C. Sodium triacetoxyborohydride (378 g, 1.79 mol) was added over 40 min and the reaction mixture was stirred for 2 h and cooled to 0° C. 1 M NaOH (1 L) was added. The organic layer was washed with brine in water (1:1, 2×1 L) and the volume was reduced to ˜20%. MeTHF (1 L) was added and t...